From a dataset of the Open Reaction Database (ORD), a public repository of structured organic reaction records. describe an organic reaction: reactants, conditions, products, and yield Reactants: C(C1=CC=CC=C1)N1CCC2(CC1)S[C@H]1N(C2C(=O)OCC2=CC=CC=C2)C(C1NC(CC1=CC=CC=C1)=O)=O (benzyl 1'-benzyl-6-(2-phenylacetamido)-spiro[penam-2,4'-piperidine]-3-carboxylate). The reagents and catalysts are [Pd] (palladium on carbon). Solvent: C(C)O (ethanol). Product: C(C1=CC=CC=C1)N1CCC2(CC1)S[C@H]1N(C2C(=O)O)C(C1NC(CC1=CC=CC=C1)=O)=O (1'-Benzyl-6-(2-phenylacetamido)-spiro[penam-2,4'-piperidine]-3-carboxylic acid). The yield is 71.0%. Reaction SMILES: [CH2:1]([N:8]1[CH2:13][CH2:12][C:11]2([CH:17]([C:18]([O:20]CC3C=CC=CC=3)=[O:19])[N:16]3[C:28](=[O:40])[CH:29]([NH:30][C:31](=[O:39])[CH2:32][C:33]4[CH:38]=[CH:37][CH:36]=[CH:35][CH:34]=4)[C@H:15]3[S:14]2)[CH2:10][CH2:9]1)[C:2]1[CH:7]=[CH:6][CH:5]=[CH:4][CH:3]=1>[Pd].C(O)C>[CH2:1]([N:8]1[CH2:13][CH2:12][C:11]2([CH:17]([C:18]([OH:20])=[O:19])[N:16]3[C:28](=[O:40])[CH:29]([NH:30][C:31](=[O:39])[CH2:32][C:33]4[CH:38]=[CH:37][CH:36]=[CH:35][CH:34]=4)[C@H:15]3[S:14]2)[CH2:10][CH2:9]1)[C:2]1[CH:7]=[CH:6][CH:5]=[CH:4][CH:3]=1. Procedure details: Under a hydrogen pressure of 3.2 kg/cm2 and in the presence of 4 g of palladium on carbon (10% Pd), a solution of benzyl 1'-benzyl-6-(2-phenylacetamido)-spiro[penam-2,4'-piperidine]-3-carboxylate (prepared in I.2.a) in 800 ml of ethanol is hydrogenolyzed in a Parr's apparatus for 1,5 hours, then filtered and the filtrate is evaporated to dryness in a vacuum and the residue is triturated in isopropyl alcohol. 1'-Benzyl-6-(2-phenylacetamido)-spiro[penam-2,4'-piperidine]-3-carboxylic acid is thus o... Reactants: O (water), C(C=1C(N)=CC=CC1)(=O)O (anthranilic acid), C(CC)(=O)Cl (propionyl chloride), acid chloride, O.CN(C)C=O (water DMF). Run in CN(C)C=O (DMF). Conditions: time 2.5 hour. The product is C(CC)(=O)NC1=C(C(=O)O)C=CC=C1 (2-Propionylamino-benzoic acid). Yield: 67.2%. Reaction SMILES: [C:1]([OH:10])(=[O:9])[C:2]1[C:3](=[CH:5][CH:6]=[CH:7][CH:8]=1)[NH2:4].[C:11](Cl)(=[O:14])[CH2:12][CH3:13].O.O.CN(C=O)C>CN(C=O)C>[C:11]([NH:4][C:3]1[CH:5]=[CH:6][CH:7]=[CH:8][C:2]=1[C:1]([OH:10])=[O:9])(=[O:14])[CH2:12][CH3:13] |f:3.4|. Procedure: To a room temperature solution of 50.22 g anthranilic acid (I) (370 mmol, 1.00 equiv) dissolved in 200 mL dry DMF was added 35.0 mL propionyl chloride (400 mmol, 1.10 equiv) dropwise by addition funnel over 1.5 h. The addition rate was slow enough to maintain internal temperature of the reaction below 38° C. Upon completed addition of the acid chloride, the heterogeneous reaction mixture was stirred for 2.5 h at ambient temperature and then poured into 1600 mL water. The resulting water/DMF mixt... Starting materials: ClC=1C=CC(=C(C1)B(O)O)F (5-chloro-2-fluorophenylboronic acid), C([O-])([O-])=O.[K+].[K+] (potassium carbonate), NC=1OCC2(N1)C1=CC(=CC=C1OC1=NC=C(C=C12)OCC(C)=O)Br (1-(2′-amino-7-bromo-5′H-spiro[chromeno[2,3-b]pyridine-5,4′-oxazole]-3-yloxy)propan-2-one), O1CCOCC1 (dioxane). Reagents/catalysts: C=1C=CC(=CC1)[P](C=2C=CC=CC2)(C=3C=CC=CC3)[Pd]([P](C=4C=CC=CC4)(C=5C=CC=CC5)C=6C=CC=CC6)([P](C=7C=CC=CC7)(C=8C=CC=CC8)C=9C=CC=CC9)[P](C=1C=CC=CC1)(C=1C=CC=CC1)C=1C=CC=CC1 (palladiumtetrakis). Run in O (water). Reaction conditions: temperature 80 celsius. Product: NC=1OCC2(N1)C1=CC(=CC=C1OC1=NC=C(C=C12)OCC(C)=O)C1=C(C=CC(=C1)Cl)F (1-(2′-amino-7-(5-chloro-2-fluorophenyl)-5′H-spiro[chromeno[2,3-b]pyridine-5,4′-oxazole]-3-yloxy)propan-2-one). Reaction SMILES: [Cl:1][C:2]1[CH:3]=[CH:4][C:5]([F:11])=[C:6](B(O)O)[CH:7]=1.C(=O)([O-])[O-].[K+].[K+].[NH2:18][C:19]1[O:20][CH2:21][C:22]2([C:36]3[C:31](=[N:32][CH:33]=[C:34]([O:37][CH2:38][C:39](=[O:41])[CH3:40])[CH:35]=3)[O:30][C:29]3[C:24]2=[CH:25][C:26](Br)=[CH:27][CH:28]=3)[N:23]=1.O1CCOCC1>C1C=CC([P]([Pd]([P](C2C=CC=CC=2)(C2C=CC=CC=2)C2C=CC=CC=2)([P](C2C=CC=CC=2)(C2C=CC=CC=2)C2C=CC=CC=2)[P](C2C=CC=CC=2)(C2C=CC=CC=2)C2C=CC=CC=2)(C2C=CC=CC=2)C2C=CC=CC=2)=CC=1.O>[NH2:18][C:19]1[O:20][CH2:21][C:22]2([C:36]3[C:31](=[N:32][CH:33]=[C:34]([O:37][CH2:38][C:39](=[O:41])[CH3:40])[CH:35]=3)[O:30][C:29]3[C:24]2=[CH:25][C:26]([C:6]2[CH:7]=[C:2]([Cl:1])[CH:3]=[CH:4][C:5]=2[F:11])=[CH:27][CH:28]=3)[N:23]=1 |f:1.2.3,^1:52,54,73,92|. Procedure details: A vial charged with 5-chloro-2-fluorophenylboronic acid (0.431 g, 2.474 mmol), palladiumtetrakis (0.057 g, 0.049 mmol), potassium carbonate (0.684 g, 4.95 mmol), and 1-(2′-amino-7-bromo-5′H-spiro[chromeno[2,3-b]pyridine-5,4′-oxazole]-3-yloxy)propan-2-one (0.400 g, 0.990 mmol) was treated with 5 mL dioxane followed by 1 mL water. The vial was flushed with argon and was heated to 80° C. for 3 hours. The reaction mixture was diluted with EtOAc (25 mL) and dried over MgSO4. The organic layers were c... Starting materials: ClCOCCC#C (but-3-ynyl chloromethyl ether), O (Water), C(CCC)[Li] (n-Butyllithium), C(CC)C12CSC(SC1)SC2 (4-n-propyl-2,6,7-trithiabicyclo[2.2.2]octane). Solvent: O1CCCC1 (tetrahydrofuran), O1CCCC1 (tetrahydrofuran). Run at time 30 minute. Yields the product C(CC#C)OCC12SCC(CS1)(CS2)CCC (1-(But-3-ynyloxy-methyl)-4-n-propyl-2,6,7-trithiabicyclo[2.2.2]octane), solid. RXN SMILES: C([Li])CCC.[CH2:6]([C:9]12[CH2:16][S:15][CH:12]([S:13][CH2:14]1)[S:11][CH2:10]2)[CH2:7][CH3:8].Cl[CH2:18][O:19][CH2:20][CH2:21][C:22]#[CH:23].O>O1CCCC1>[CH2:20]([O:19][CH2:18][C:12]12[S:11][CH2:10][C:9]([CH2:6][CH2:7][CH3:8])([CH2:16][S:15]1)[CH2:14][S:13]2)[CH2:21][C:22]#[CH:23]. Reported procedure: n-Butyllithium (0.3 ml,1.6M solution in hexane) was added to a solution of 4-n-propyl-2,6,7-trithiabicyclo[2.2.2]octane (0.1 g) in dry tetrahydrofuran (5 ml) at -70°, under nitrogen. The solution was stirred for 30 minutes and but-3-ynyl chloromethyl ether (0.058 g) in dry tetrahydrofuran (2.0 ml) was added and the reaction mixture was allowed to warm to 20°. Water (10 ml) was added and the mixture was extracted with diethyl ether. The ethereal extracts were dried over anhydrous magnesium sulpha... Starting materials: C(CCCCCCCCCCC)N1[C@@H](C[C@H](C1)O)C(=O)OC ((2S, 4R)-1-N-Dodecyl-4-hydroxypyrrolidine-2-carboxylic acid, methyl ester), IC1=CC=C(C=C1)O (4-iodophenol), C(CCCCCCCCCCC)N(C)CCOC1=CC=C(C=C1)CCC(=O)OC (3-[4-[2-(N-Dodecyl-N-methylamino)ethoxy]phenyl]propanoic acid, methyl ester). Yields the product C(CCCCCCCCCCC)N1[C@@H](C[C@@H](C1)OC1=CC=C(C=C1)I)C(=O)OC ((2S, 4S)-1-N-Dodecyl-4-(4-iodophenoxy)pyrrolidine-2-carboxylic acid, methyl ester). The yield is 86.8%. As a reaction SMILES: [CH2:1]([N:13]1[CH2:17][C@H:16]([OH:18])[CH2:15][C@H:14]1[C:19]([O:21][CH3:22])=[O:20])[CH2:2][CH2:3][CH2:4][CH2:5][CH2:6][CH2:7][CH2:8][CH2:9][CH2:10][CH2:11][CH3:12].[I:23][C:24]1[CH:29]=[CH:28][C:27](O)=[CH:26][CH:25]=1.C(N(CCOC1C=CC(CCC(OC)=O)=CC=1)C)CCCCCCCCCCC>>[CH2:1]([N:13]1[CH2:17][C@@H:16]([O:18][C:27]2[CH:28]=[CH:29][C:24]([I:23])=[CH:25][CH:26]=2)[CH2:15][C@H:14]1[C:19]([O:21][CH3:22])=[O:20])[CH2:2][CH2:3][CH2:4][CH2:5][CH2:6][CH2:7][CH2:8][CH2:9][CH2:10][CH2:11][CH3:12]. Procedure: (2S, 4R)-1-N-Dodecyl-4-hydroxypyrrolidine-2-carboxylic acid, methyl ester (1.75 g, 7.94 mmol) and 4-iodophenol (2.26 g, 7.22 mmol) were reacted under Mitsunobu conditions as described in the preparation of 3-[4-[2-(N-Dodecyl-N-methylamino)ethoxy]phenyl]propanoic acid, methyl ester. The residue was chromatographed on silica gel (hexane/ethyl acetate 15:1 to 10:1) to afford the title compound (3.23 g, 79%) as a white solid. [a]D=−30.8° (c 1.0, CHCl3) Reactants: O=C1N(CCCC1(C1=CC=CC=C1)C1=CC=CC=C1)CC(=O)O (2-(2-oxo-3,3-diphenylpiperidin-1-yl)acetic acid), Cl.C(C)N=C=NCCCN(C)C (N1-((ethylimino)methylene)-N3,N3-dimethylpropane-1,3-diamine hydrochloride), FC=1C=C2C(CCOC2=CC1)N (6-fluorochroman-4-amine). The solvent is ClCCl (dichloromethane). Conditions: time 60 hour. Product: FC=1C=C2C(CCOC2=CC1)NC(CN1C(C(CCC1)(C1=CC=CC=C1)C1=CC=CC=C1)=O)=O (N-(6-fluoro-3,4-dihydro-2H-chromen-4-yl)-2-(2-oxo-3,3-diphenylpiperidin-1-yl)acetamide). RXN SMILES: [O:1]=[C:2]1[C:7]([C:14]2[CH:19]=[CH:18][CH:17]=[CH:16][CH:15]=2)([C:8]2[CH:13]=[CH:12][CH:11]=[CH:10][CH:9]=2)[CH2:6][CH2:5][CH2:4][N:3]1[CH2:20][C:21](O)=[O:22].Cl.C(N=C=NCCCN(C)C)C.[F:36][C:37]1[CH:38]=[C:39]2[C:44](=[CH:45][CH:46]=1)[O:43][CH2:42][CH2:41][CH:40]2[NH2:47]>ClCCl>[F:36][C:37]1[CH:38]=[C:39]2[C:44](=[CH:45][CH:46]=1)[O:43][CH2:42][CH2:41][CH:40]2[NH:47][C:21](=[O:22])[CH2:20][N:3]1[CH2:4][CH2:5][CH2:6][C:7]([C:14]2[CH:19]=[CH:18][CH:17]=[CH:16][CH:15]=2)([C:8]2[CH:13]=[CH:12][CH:11]=[CH:10][CH:9]=2)[C:2]1=[O:1] |f:1.2|. Reported procedure: A solution of 2-(2-oxo-3,3-diphenylpiperidin-1-yl)acetic acid (Example 68E, 0.063 g, 0.204 mmol), N1-((ethylimino)methylene)-N3,N3-dimethylpropane-1,3-diamine hydrochloride (0.059 g, 0.305 mmol) and 6-fluorochroman-4-amine (0.037 g, 0.224 mmol) in dichloromethane (0.5 mL) was stirred at room temperature. After stirring for approximately 60 hours, the reaction was loaded directly onto a SF15-12 column (Analogix®, Burlington, Wis.), and the title compound was eluted using a gradient of 5% to 75% e... The reactants are C(C)OC(=O)C=1C(C=2C=C3C(=NC2N(C1)C)C=C(C(=C3)F)F)=O (3-ethoxycarbonyl-7,8-difluoro-1-methyl-4-oxo-1,4-dihydrobenzo[b][1,8]naphthyridine), FC1=C(C=CC=C1)C1NCCNC1 ((RS)-2-(2-fluorophenyl)piperazine). Yields the product C(C)OC(=O)C=1C(C=2C=C3C(=NC2N(C1)C)C=C(C(=C3)F)N3CC(NCC3)C3=C(C=CC=C3)F)=O ((RS)-3-Ethoxycarbonyl-7-fluoro-8-[3-(2-fluorophenyl)-1-piperazinyl]-1-methyl-4-oxo-1,4-dihydrobenzo[b][1,8]naphthyridine), expected product. Reaction SMILES: [CH2:1]([O:3][C:4]([C:6]1[C:7](=[O:23])[C:8]2[CH:9]=[C:10]3[CH:20]=[C:19]([F:21])[C:18](F)=[CH:17][C:11]3=[N:12][C:13]=2[N:14]([CH3:16])[CH:15]=1)=[O:5])[CH3:2].[F:24][C:25]1[CH:30]=[CH:29][CH:28]=[CH:27][C:26]=1[CH:31]1[CH2:36][NH:35][CH2:34][CH2:33][NH:32]1>>[CH2:1]([O:3][C:4]([C:6]1[C:7](=[O:23])[C:8]2[CH:9]=[C:10]3[CH:20]=[C:19]([F:21])[C:18]([N:35]4[CH2:34][CH2:33][NH:32][CH:31]([C:26]5[CH:27]=[CH:28][CH:29]=[CH:30][C:25]=5[F:24])[CH2:36]4)=[CH:17][C:11]3=[N:12][C:13]=2[N:14]([CH3:16])[CH:15]=1)=[O:5])[CH3:2]. Reported procedure: (RS)-3-Ethoxycarbonyl-7-fluoro-8-[3-(2-fluorophenyl)-1-piperazinyl]-1-methyl-4-oxo-1,4-dihydrobenzo[b][1,8]naphthyridine was prepared under the conditions of Example 39, but starting with 3-ethoxycarbonyl-7,8-difluoro-1-methyl-4-oxo-1,4-dihydrobenzo[b][1,8]naphthyridine (1.59 g) and (RS)-2-(2-fluorophenyl)piperazine (1.08 g). After recrystallization in dimethylformamide (60 cc) containing ethanol (50%), the expected product (1.3 g) is obtained in the form of a yellow solid, m.p. 228° C.